The task is: describe an organic reaction: reactants, conditions, products, and yield. This data is from the Open Reaction Database (ORD), a public repository of structured organic reaction records. Starting materials: C([C@@H](O)[C@H](O)C(=O)O)(=O)O (D-tartaric acid), C(C)(=O)[C@@]1([C@@](C(=O)OC1=O)(O)C(C)=O)O (DIACETYL-d-TARTARIC ANHYDRIDE), C(C(O)C(O)C(=O)O)(=O)O (tartaric acid), C(C)(=O)OC(C)=O (acetic anhydride), S(O)(O)(=O)=O (sulfuric acid). Product: C(C)(=O)[C@]1([C@](C(=O)OC1=O)(O)C(C)=O)O (Diacetyl-L-tartaric anhydride). RXN SMILES: C(O)(=O)[C@H]([C@@H](C(O)=O)O)O.[C:11]([C@@:14]1([OH:25])[C:19](=[O:20])[O:18][C:16](=[O:17])[C@@:15]1([C:22](=[O:24])[CH3:23])[OH:21])(=[O:13])[CH3:12].C(O)(=O)C(C(C(O)=O)O)O.C(OC(=O)C)(=O)C.S(=O)(=O)(O)O>>[C:11]([C@:14]1([OH:25])[C:19](=[O:20])[O:18][C:16](=[O:17])[C@:15]1([C:22](=[O:24])[CH3:23])[OH:21])(=[O:13])[CH3:12]. Procedure: Diacetyl-L-tartaric anhydride is prepared from D-tartaric acid in the manner described in "DIACETYL-d-TARTARIC ANHYDRIDE (Tartaric anhydride, diacetate of d-)", Organic Synthesis, Collective Volume 4, 242-243 (1963). Briefly, a tartaric acid isomer or mixture of isomers is treated with acetic anhydride with a catalytic amount of sulfuric acid. The solution is heated gently for about 10 minutes and poured into an ice bath. The crystalline material formed is collected on a filter and is washed wit... Starting materials: CN(C=O)C (dimethylformamide), FC=1C=CC(=C(C1)N)[N+](=O)[O-] (5-fluoro-2-nitrophenylamine), C[Si](C)(C)[N-][Si](C)(C)C.[K+] (Potassium bis(trimethylsilyl)amide), OC=1C=C(C=CC1)C(=O)NC ((3-hydroxyphenyl)-N-methylcarboxamide), C([O-])([O-])=O.[K+].[K+] (Potassium carbonate). Run at temperature 90 celsius, time 16 hour. The product is CNC(=O)C1=NC=CC(=C1)OC1=CC(=C(C=C1)[N+](=O)[O-])NC (N-methyl{4-[3-(methylamino)-4-nitro-phenoxy](2-pyridyl))carboxamide). As a reaction SMILES: FC1[CH:3]=[CH:4][C:5]([N+:9]([O-:11])=[O:10])=[C:6]([NH2:8])[CH:7]=1.[CH3:12][Si]([N-][Si](C)(C)C)(C)C.[K+].OC1C=[C:25]([C:29]([NH:31][CH3:32])=O)[CH:26]=[CH:27]C=1.[C:33](=[O:36])([O-])[O-].[K+].[K+].[CH3:39][N:40](C)[CH:41]=[O:42]>>[CH3:39][NH:40][C:41]([C:29]1[CH:25]=[C:26]([O:36][C:33]2[CH:3]=[CH:4][C:5]([N+:9]([O-:11])=[O:10])=[C:6]([NH:8][CH3:12])[CH:7]=2)[CH:27]=[CH:32][N:31]=1)=[O:42] |f:1.2,4.5.6|. Procedure details: The mixture containing 5-fluoro-2-nitrophenylamine (1 eq), Potassium bis(trimethylsilyl)amide (2 eq) was stirred in dimethylformamide for 2 hours at room temperature. To this mixture was added (3-hydroxyphenyl)-N-methylcarboxamide (1 eq) and Potassium carbonate (1.2 eq) and stirred at 90° C. for 16 h. The reaction mixture was then concentrated and partitioned between ethyl acetate and water. The organic layer was separated and washed with brine, dried, filtered and concentrated in vacuum to give... Run in C(C)O (ethanol). As a reaction SMILES: CS[C:3]1[N:8]=[C:7]2[N:9]=[C:10]([C:14]3[CH:19]=[CH:18][CH:17]=[CH:16][C:15]=3[O:20][CH2:21][CH2:22][CH3:23])[NH:11][C:12](=[O:13])[C:6]2=[CH:5][N:4]=1.[CH2:24]([NH2:27])[CH2:25][CH3:26]>C(O)C>[CH2:24]([NH:27][C:3]1[N:8]=[C:7]2[N:9]=[C:10]([C:14]3[CH:19]=[CH:18][CH:17]=[CH:16][C:15]=3[O:20][CH2:21][CH2:22][CH3:23])[NH:11][C:12](=[O:13])[C:6]2=[CH:5][N:4]=1)[CH2:25][CH3:26]. Procedure: In a similar manner to Example 9 reaction of 7-methylthio-4-oxo-2-(2-propoxyphenyl)-3,4-dihydropyrimido[4,5-d]pyrimidine (0.60 g) and n-propylamine (1.44 g) in ethanol (20 ml) yielded the title compound, 0.46 g, m.p. 185°-7° C. (recrystallised from ethanol). Reactants: CSC1=NC=C2C(=N1)N=C(NC2=O)C2=C(C=CC=C2)OCCC (7-methylthio-4-oxo-2-(2-propoxyphenyl)-3,4-dihydropyrimido[4,5-d]pyrimidine), C(CC)N (n-propylamine). Yields the product C(CC)NC1=NC=C2C(=N1)N=C(NC2=O)C2=C(C=CC=C2)OCCC (7-Propylamino-4-oxo-2-(2-propoxyphenyl)-3,4-dihydropyrimido[4,5-d]pyrimidine).